This data is from the Open Reaction Database (ORD), a public repository of structured organic reaction records. The task is: describe an organic reaction: reactants, conditions, products, and yield Starting materials: ClCCCCOC1=CC=CC=C1 ((4-Chlorobutoxy) benzene), CCN(C(C)C)C(C)C (DIEA), CC=1SC2=C(N1)C=C(C=C2)OCC(CN2CCNCC2)O (1-(2-methylbenzothiazol-5-yloxy)-3-piperazin-1-ylpropan-2-ol), Example 3A. Run in CCO (EtOH). Reaction conditions: temperature 88 celsius, time 14 hour. Product: CC=1SC2=C(N1)C=C(C=C2)OC[C@@H](CN2CCN(CC2)CCCCOC2=CC=CC=C2)O ((2R)-3-(2-methylbenzothiazol-5-yloxy)-1-[4-(4-phenoxybutyl)piperazinyl]propan-2-ol). RXN SMILES: Cl[CH2:2][CH2:3][CH2:4][CH2:5][O:6][C:7]1[CH:12]=[CH:11][CH:10]=[CH:9][CH:8]=1.CCN(C(C)C)C(C)C.[CH3:22][C:23]1[S:24][C:25]2[CH:31]=[CH:30][C:29]([O:32][CH2:33][CH:34]([OH:42])[CH2:35][N:36]3[CH2:41][CH2:40][NH:39][CH2:38][CH2:37]3)=[CH:28][C:26]=2[N:27]=1>CCO>[CH3:22][C:23]1[S:24][C:25]2[CH:31]=[CH:30][C:29]([O:32][CH2:33][C@H:34]([OH:42])[CH2:35][N:36]3[CH2:37][CH2:38][N:39]([CH2:2][CH2:3][CH2:4][CH2:5][O:6][C:7]4[CH:12]=[CH:11][CH:10]=[CH:9][CH:8]=4)[CH2:40][CH2:41]3)=[CH:28][C:26]=2[N:27]=1. Reported procedure: (4-Chlorobutoxy) benzene (320 mg, 1.39 mmol) in EtOH (17 Ml) was treated with DIEA (0.48 Ml, 2.78 mmol) and 1-(2-methylbenzothiazol-5-yloxy)-3-piperazin-1-ylpropan-2-ol as prepared in Example 3A (427 mg, 1.39 mmol), then stirred 14 hours at 88° C. Upon cooling, concentrated in vacuo and purified on the Isco™ (10 g Redisep™ columns, 100% EtOAc hold 2 min., 8 min. gradient to 20% MeOH/EtOAc, hold 10 min) to provide (2R)-3-(2-methylbenzothiazol-5-yloxy)-1-[4-(4-phenoxybutyl)piperazinyl]propan-2-ol. Reactants: CCOC(=O)CP(=O)(OCC)OCC, COc1cc(COc2cc(C=O)n(-c3ccccc3)n2)ccc1OCc1nc(-c2ccccc2)oc1C, CN(C)C=O, [H-], [Na+], O. The product is CCOC(=O)C=Cc1cc(OCc2ccc(OCc3nc(-c4ccccc4)oc3C)c(OC)c2)nn1-c1ccccc1. As a reaction SMILES: [CH2:38]([O:39][P:40]([O:41][CH2:42][CH3:43])(=[O:44])[CH2:46][C:47](=[O:48])[O:49][CH2:50][CH3:51])[CH3:45].[CH3:1][O:2][c:3]1[cH:4][c:5]([CH2:6][O:7][c:8]2[n:9][n:10](-[c:15]3[cH:16][cH:17][cH:18][cH:19][cH:20]3)[c:11]([CH:13]=[O:14])[cH:12]2)[cH:21][cH:22][c:23]1[O:24][CH2:25][c:26]1[n:27][c:28](-[c:32]2[cH:33][cH:34][cH:35][cH:36][cH:37]2)[o:29][c:30]1[CH3:31].[CH3:52][N:53]([CH3:54])[CH:55]=[O:56].[H-:57].[Na+:58].[OH2:59]>>[CH3:1][O:2][c:3]1[cH:4][c:5]([CH2:6][O:7][c:8]2[n:9][n:10](-[c:15]3[cH:16][cH:17][cH:18][cH:19][cH:20]3)[c:11]([CH:13]=[CH:46][C:47](=[O:48])[O:49][CH2:50][CH3:51])[cH:12]2)[cH:21][cH:22][c:23]1[O:24][CH2:25][c:26]1[n:27][c:28](-[c:32]2[cH:33][cH:34][cH:35][cH:36][cH:37]2)[o:29][c:30]1[CH3:31]. Starting materials: ClC1=C(C=CC=C1)C=1C=NC=2N(C1C1=CC=C(C=C1)Cl)N=C(C2C(=O)OCC)S(NC)(=O)=O (6-(2-chlorophenyl)-7-(4-chlorophenyl)-3-ethoxycarbonyl-2-(N-methylsulfamoyl)pyrazolo[1,5-a]pyrimidine), [OH-].[Na+] (sodium hydroxide), Cl (hydrochloric acid). Run in C(C)O.O1CCCC1 (ethanol tetrahydrofuran). Run at time 2 hour. Yields the product C(=O)(O)C=1C(=NN2C1N=CC(=C2C2=CC=C(C=C2)Cl)C2=C(C=CC=C2)Cl)S(NC)(=O)=O (3-carboxy-6-(2-chlorophenyl)-7-(4-chlorophenyl)-2-(N-methylsulfamoyl)-pyrazolo[1,5-a]pyrimidine). Isolated yield 109.7%. As a reaction SMILES: [Cl:1][C:2]1[CH:7]=[CH:6][CH:5]=[CH:4][C:3]=1[C:8]1[CH:9]=[N:10][C:11]2[N:12]([N:21]=[C:22]([S:29](=[O:33])(=[O:32])[NH:30][CH3:31])[C:23]=2[C:24]([O:26]CC)=[O:25])[C:13]=1[C:14]1[CH:19]=[CH:18][C:17]([Cl:20])=[CH:16][CH:15]=1.[OH-].[Na+].Cl>C(O)C.O1CCCC1>[C:24]([C:23]1[C:22]([S:29](=[O:33])(=[O:32])[NH:30][CH3:31])=[N:21][N:12]2[C:13]([C:14]3[CH:19]=[CH:18][C:17]([Cl:20])=[CH:16][CH:15]=3)=[C:8]([C:3]3[CH:4]=[CH:5][CH:6]=[CH:7][C:2]=3[Cl:1])[CH:9]=[N:10][C:11]=12)([OH:26])=[O:25] |f:1.2,4.5|. Procedure details: To a solution of the compound obtained in Example B1 (524 mg) in ethanol/tetrahydrofuran (7 mL/7 mL) was added an aqueous 2N sodium hydroxide solution (1.04 mL), and the mixture was stirred at room temperature for 2 hours. The reaction mixture was weakly acidified with an aqueous 2N hydrochloric acid. The mixture was concentrated in vacuo and extracted with chloroform. The organic layer was dried over magnesium sulfate and filtered. The filtrate was concentrated in vacuo to give 3-carboxy-6-(2-c...